This data is from the Open Reaction Database (ORD), a public repository of structured organic reaction records. The task is: describe an organic reaction: reactants, conditions, products, and yield Starting materials: CC(C)(C)OC(=O)N1CC=C([Sn](C)(C)C)CC1, CN1CCCC1=O, CC(C)(C)OC(=O)N(CC1CC(c2ccc(I)c(F)c2)=NO1)c1ccon1, O=C(C=Cc1ccccc1)C=Cc1ccccc1, O=C(C=Cc1ccccc1)C=Cc1ccccc1, O=C(C=Cc1ccccc1)C=Cc1ccccc1, [Pd], [Pd], c1ccc([As](c2ccccc2)c2ccccc2)cc1. The product is CC(C)(C)OC(=O)N1CC=C(c2ccc(C3=NOC(CN(C(=O)OC(C)(C)C)c4ccon4)C3)cc2F)CC1. RXN SMILES: [C:47]([CH3:48])([CH3:49])([CH3:50])[O:51][C:52](=[O:53])[N:54]1[CH2:55][CH:56]=[C:57]([Sn:60]([CH3:61])([CH3:62])[CH3:63])[CH2:58][CH2:59]1.[CH3:64][N:65]1[CH2:66][CH2:67][CH2:68][C:69]1=[O:70].[F:20][c:21]1[cH:22][c:23]([C:28]2=[N:29][O:30][CH:31]([CH2:33][N:34]([C:35](=[O:36])[O:37][C:38]([CH3:39])([CH3:40])[CH3:41])[c:42]3[n:43][o:44][cH:45][cH:46]3)[CH2:32]2)[cH:24][cH:25][c:26]1[I:27].[O:109]=[C:110]([CH:111]=[CH:112][c:113]1[cH:114][cH:115][cH:116][cH:117][cH:118]1)[CH:119]=[CH:120][c:121]1[cH:122][cH:123][cH:124][cH:125][cH:126]1.[O:73]=[C:74]([CH:75]=[CH:76][c:77]1[cH:78][cH:79][cH:80][cH:81][cH:82]1)[CH:83]=[CH:84][c:85]1[cH:86][cH:87][cH:88][cH:89][cH:90]1.[O:91]=[C:92]([CH:93]=[CH:94][c:95]1[cH:96][cH:97][cH:98][cH:99][cH:100]1)[CH:101]=[CH:102][c:103]1[cH:104][cH:105][cH:106][cH:107][cH:108]1.[Pd:71].[Pd:72].[cH:1]1[cH:2][cH:3][c:4]([As:5]([c:6]2[cH:7][cH:8][cH:9][cH:10][cH:11]2)[c:12]2[cH:13][cH:14][cH:15][cH:16][cH:17]2)[cH:18][cH:19]1>>[F:20][c:21]1[cH:22][c:23]([C:28]2=[N:29][O:30][CH:31]([CH2:33][N:34]([C:35](=[O:36])[O:37][C:38]([CH3:39])([CH3:40])[CH3:41])[c:42]3[n:43][o:44][cH:45][cH:46]3)[CH2:32]2)[cH:24][cH:25][c:26]1[C:57]1=[CH:56][CH2:55][N:54]([C:52]([O:51][C:47]([CH3:48])([CH3:49])[CH3:50])=[O:53])[CH2:59][CH2:58]1.